This data is from the Open Reaction Database (ORD), a public repository of structured organic reaction records. The task is: describe an organic reaction: reactants, conditions, products, and yield Reactants: [O-]B([O-])[O-], [BH4-], ClCCl, CO, Cl, [Na+], [Ni+3], Cl[Ni]Cl, O, Nc1c([N+](=O)[O-])c(N(Cc2ccccc2)Cc2ccccc2)nc2ccccc12. The product is Cl, Nc1c(N(Cc2ccccc2)Cc2ccccc2)nc2ccccc2c1N. RXN SMILES: [B:42]([O-:43])([O-:44])[O-:45].[BH4-:1].[CH2:35]([Cl:36])[Cl:37].[CH3:33][OH:34].[ClH:3].[Na+:2].[Ni+3:46].[Ni:39]([Cl:40])[Cl:41].[OH2:38].[c:4]1([CH2:10][N:11]([c:12]2[n:13][c:14]3[cH:15][cH:16][cH:17][cH:18][c:19]3[c:20]([NH2:25])[c:21]2[N+:22]([O-:23])=[O:24])[CH2:26][c:27]2[cH:28][cH:29][cH:30][cH:31][cH:32]2)[cH:5][cH:6][cH:7][cH:8][cH:9]1>>[ClH:3].[c:4]1([CH2:10][N:11]([c:12]2[n:13][c:14]3[cH:15][cH:16][cH:17][cH:18][c:19]3[c:20]([NH2:25])[c:21]2[NH2:22])[CH2:26][c:27]2[cH:28][cH:29][cH:30][cH:31][cH:32]2)[cH:5][cH:6][cH:7][cH:8][cH:9]1.